The task is: describe an organic reaction: reactants, conditions, products, and yield. This data is from the Open Reaction Database (ORD), a public repository of structured organic reaction records. Reactants: BrC1=C(C(=O)O)C(=CC=C1)F (2-bromo-6-fluorobenzoic acid), C([O-])([O-])=O.[K+].[K+] (potassium carbonate), CI (methyl iodide). Run in O (water), CN(C=O)C (N,N-dimethylformamide). Conditions: time 3.5 hour. Product: BrC1=C(C(=O)OC)C(=CC=C1)F (methyl 2-bromo-6-fluorobenzoate). The yield is 99.3%. RXN SMILES: [Br:1][C:2]1[CH:10]=[CH:9][CH:8]=[C:7]([F:11])[C:3]=1[C:4]([OH:6])=[O:5].[C:12](=O)([O-])[O-].[K+].[K+].CI>CN(C)C=O.O>[Br:1][C:2]1[CH:10]=[CH:9][CH:8]=[C:7]([F:11])[C:3]=1[C:4]([O:6][CH3:12])=[O:5] |f:1.2.3|. Procedure details: To a solution 2-bromo-6-fluorobenzoic acid (50 g, 0.229 mol) and potassium carbonate (31.6 g, 0.229 mol) in N,N-dimethylformamide (250 mL) was added dropwise methyl iodide (51.83 g, 0.365 mol) over a 30 minute period. The reaction mixture was stirred at RT for 3.5 hours. The resulting mixture was diluted with water (500 mL) and extracted with EtOAc (3×300 mL). The combined organic layers were washed with 1M aqueous HCl (100 mL), dried over anhydrous Na2SO4, filtered, and concentrated under reduc... Reactants: COC(=O)Cl, Cl, NC(Cc1ccc([N+](=O)[O-])c2ccccc12)C(=O)O, [Na+], O=C([O-])O, C1COCCO1. Product: COC(=O)NC(Cc1ccc([N+](=O)[O-])c2ccccc12)C(=O)O. As a reaction SMILES: [CH3:25][O:26][C:27](=[O:28])[Cl:29].[ClH:30].[N+:1](=[O:2])([O-:3])[c:4]1[cH:5][cH:6][c:7]([CH2:14][CH:15]([NH2:16])[C:17](=[O:18])[OH:19])[c:8]2[cH:9][cH:10][cH:11][cH:12][c:13]12.[Na+:24].[O-:20][C:21]([OH:22])=[O:23].[O:31]1[CH2:32][CH2:33][O:34][CH2:35][CH2:36]1>>[N+:1](=[O:2])([O-:3])[c:4]1[cH:5][cH:6][c:7]([CH2:14][CH:15]([NH:16][C:27]([O:26][CH3:25])=[O:28])[C:17](=[O:18])[OH:19])[c:8]2[cH:9][cH:10][cH:11][cH:12][c:13]12. Starting materials: O.[OH-].[Li+] (lithium hydroxide monohydrate), COC(=O)C1=NC=C(N=C1)OCC=1N(N=NC1C1=CC=C(C=C1)F)C (5-[5-(4-fluoro-phenyl)-3-methyl-3H-[1,2,3]triazol-4-ylmethoxy]-pyrazine-2-carboxylic acid methyl ester). The solvent is O (water), C1CCOC1 (THF). Conditions: time 1 hour. Product: FC1=CC=C(C=C1)C1=C(N(N=N1)C)COC=1N=CC(=NC1)C(=O)O (5-[5-(4-Fluoro-phenyl)-3-methyl-3H-[1,2,3]-triazol-4-ylmethoxy]-pyrazine-2-carboxylic acid). Isolated yield 96.4%. RXN SMILES: O.[OH-].[Li+].C[O:5][C:6]([C:8]1[CH:13]=[N:12][C:11]([O:14][CH2:15][C:16]2[N:17]([CH3:28])[N:18]=[N:19][C:20]=2[C:21]2[CH:26]=[CH:25][C:24]([F:27])=[CH:23][CH:22]=2)=[CH:10][N:9]=1)=[O:7]>O.C1COCC1>[F:27][C:24]1[CH:23]=[CH:22][C:21]([C:20]2[N:19]=[N:18][N:17]([CH3:28])[C:16]=2[CH2:15][O:14][C:11]2[N:12]=[CH:13][C:8]([C:6]([OH:7])=[O:5])=[N:9][CH:10]=2)=[CH:26][CH:25]=1 |f:0.1.2|. Procedure: A solution of lithium hydroxide monohydrate (107 mg, 2.55 mmol) in water (3.2 mL) was added dropwise to a suspension of 5-[5-(4-fluoro-phenyl)-3-methyl-3H-[1,2,3]triazol-4-ylmethoxy]-pyrazine-2-carboxylic acid methyl ester (438 mg, 1.27 mmol) in THF (1.8 mL). The reaction mixture was then stirred at room temperature for 1 h and was then evaporated and the residue dissolved in water, acidified with HCl (1N), and the resulting precipitate filtered off to afford the title product (403 mg, 96%) as a... Reactants: CO, [H][H], CCc1cn(C2CC(O)C(CN=[N+]=[N-])O2)c(=O)[nH]c1=O, O. Product: CCc1cn(C2CC(O)C(CN)O2)c(=O)[nH]c1=O. Reaction SMILES: [CH3:23][OH:24].[H:21][H:22].[N:1](=[N+:2]=[N-:3])[CH2:4][CH:5]1[CH:6]([OH:20])[CH2:7][CH:8]([n:10]2[c:11](=[O:12])[nH:13][c:14](=[O:15])[c:16]([CH2:18][CH3:19])[cH:17]2)[O:9]1.[OH2:25]>>[NH2:1][CH2:4][CH:5]1[CH:6]([OH:20])[CH2:7][CH:8]([n:10]2[c:11](=[O:12])[nH:13][c:14](=[O:15])[c:16]([CH2:18][CH3:19])[cH:17]2)[O:9]1. The reactants are CCO, Cl, CC(C)(C)C(=O)Nc1ncc(-c2ccccc2)cc1-c1nc2ccccc2[nH]1. The product is Cl, Nc1ncc(-c2ccccc2)cc1-c1nc2ccccc2[nH]1. RXN SMILES: [CH3:30][CH2:31][OH:32].[ClH:29].[nH:1]1[c:2](-[c:10]2[c:11]([NH:22][C:23](=[O:24])[C:25]([CH3:26])([CH3:27])[CH3:28])[n:12][cH:13][c:14](-[c:16]3[cH:17][cH:18][cH:19][cH:20][cH:21]3)[cH:15]2)[n:3][c:4]2[c:5]1[cH:6][cH:7][cH:8][cH:9]2>>[ClH:29].[nH:1]1[c:2](-[c:10]2[c:11]([NH2:22])[n:12][cH:13][c:14](-[c:16]3[cH:17][cH:18][cH:19][cH:20][cH:21]3)[cH:15]2)[n:3][c:4]2[c:5]1[cH:6][cH:7][cH:8][cH:9]2. Starting materials: Cc1c[nH]c(Br)n1, O=C([O-])[O-], CCOC(C)=O, ClCCl, COc1cc(F)cc(F)c1[N+](=O)[O-], [K+], [K+], CN(C)C=O. Yields the product COc1cc(F)cc(-n2cc(C)nc2Br)c1[N+](=O)[O-]. RXN SMILES: [Br:14][c:15]1[nH:16][cH:17][c:18]([CH3:20])[n:19]1.[C:21](=[O:22])([O-:23])[O-:24].[CH3:32][CH2:33][O:34][C:35](=[O:36])[CH3:37].[Cl:38][CH2:39][Cl:40].[F:1][c:2]1[c:3]([N+:11](=[O:12])[O-:13])[c:4]([O:9][CH3:10])[cH:5][c:6]([F:8])[cH:7]1.[K+:25].[K+:26].[O:27]=[CH:28][N:29]([CH3:30])[CH3:31]>>[c:2]1(-[n:16]2[c:15]([Br:14])[n:19][c:18]([CH3:20])[cH:17]2)[c:3]([N+:11](=[O:12])[O-:13])[c:4]([O:9][CH3:10])[cH:5][c:6]([F:8])[cH:7]1. Reactants: BrC(CCOC=1C=C(C=CC1OC)C1CC(NC1)=O)C (4-[3-(3-bromobutoxy)-4-methoxyphenyl]-2-pyrrolidone), C1(=CC=CC=C1)N1CCNCC1 (1-phenylpiperazine), C(C)O (ethanol). Run in CO.C(Cl)(Cl)Cl (methanol chloroform). Product: COC1=C(C=C(C=C1)C1CC(NC1)=O)OCCC(N1CCN(CC1)C1=CC=CC=C1)C (4-{4-methoxy-3-[3-methyl-3-(4-phenylpiperazin-1-yl)propoxy]phenyl}-2-pyrrolidone). The yield is 19.8%. RXN SMILES: Br[CH:2]([CH3:20])[CH2:3][CH2:4][O:5][C:6]1[CH:7]=[C:8]([CH:14]2[CH2:18][NH:17][C:16](=[O:19])[CH2:15]2)[CH:9]=[CH:10][C:11]=1[O:12][CH3:13].[C:21]1([N:27]2[CH2:32][CH2:31][NH:30][CH2:29][CH2:28]2)[CH:26]=[CH:25][CH:24]=[CH:23][CH:22]=1.C(O)C>CO.C(Cl)(Cl)Cl>[CH3:13][O:12][C:11]1[CH:10]=[CH:9][C:8]([CH:14]2[CH2:18][NH:17][C:16](=[O:19])[CH2:15]2)=[CH:7][C:6]=1[O:5][CH2:4][CH2:3][CH:2]([CH3:20])[N:30]1[CH2:31][CH2:32][N:27]([C:21]2[CH:26]=[CH:25][CH:24]=[CH:23][CH:22]=2)[CH2:28][CH2:29]1 |f:3.4|. Procedure: Analogously to Example 7, using 10 mmol of 4-[3-(3-bromobutoxy)-4-methoxyphenyl]-2-pyrrolidone and 11 mmol of 1-phenylpiperazine (95% strength), 4-{4-methoxy-3-[3-methyl-3-(4-phenylpiperazin-1-yl)propoxy]phenyl}-2-pyrrolidone is obtained in a 19.8% yield, m.p. 88°-90° (ethanol; after chromatography methanol/chloroform 1:9). The reactants are ClC=1C=CC=2N=CN=C(C2N1)OC1CCOCC1 (6-chloro-4-(tetrahydro-2H-pyran-4-yloxy)pyrido[3,2-d]pyrimidine), ClC=1C=CC=2N=CN=C(C2N1)OC1CCOCC1 (6-chloro-4-(tetrahydro-2H-pyran-4-yloxy)pyrido[3,2-d]pyrimidine), FC(OC1=CC=C(N)C=C1)(F)F (4-(trifluoromethoxy)aniline), C(C)(=O)[O-].[Na+] (sodium acetate). Solvent: solvent, CCOC(=O)C (EtOAc). Yields the product ClC=1C=CC=2N=CN=C(C2N1)NC1=CC=C(C=C1)OC(F)(F)F (6-chloro-N-(4-(trifluoromethoxy)phenyl)pyrido[3,2-d]pyrimidin-4-amine). The yield is 93.9%. RXN SMILES: [Cl:1][C:2]1[CH:3]=[CH:4][C:5]2[N:6]=[CH:7][N:8]=[C:9](OC3CCOCC3)[C:10]=2[N:11]=1.[F:19][C:20]([F:30])([F:29])[O:21][C:22]1[CH:28]=[CH:27][C:25]([NH2:26])=[CH:24][CH:23]=1.C([O-])(=O)C.[Na+]>CCOC(C)=O>[Cl:1][C:2]1[CH:3]=[CH:4][C:5]2[N:6]=[CH:7][N:8]=[C:9]([NH:26][C:25]3[CH:27]=[CH:28][C:22]([O:21][C:20]([F:19])([F:29])[F:30])=[CH:23][CH:24]=3)[C:10]=2[N:11]=1 |f:2.3|. Procedure: A mixture of 4,6-dichloropyrido[3,2-d]pyrimidine (Intermediate 1, step D) (0.200 g, 1.00 mmol), 4-(trifluoromethoxy)aniline (0.177 g, 1.00 mmol) and sodium acetate (0.246 g, 3.00 mmol) in 5 ml of solvent (THF:H2O=1:1) was refluxed for 1 hour. The reaction mixture was diluted with EtOAc. The organics were washed with brine, dried over Na2SO4, filtered and concentrated. The crued was purified by column chromatography on SiO2 (Hex:EtOAc=1:1) to get 6-chloro-N-(4-(trifluoromethoxy)phenyl)pyrido[3,2-... Reactants: COC(=O)C1CN(C(C1)=O)CC1=CC=CC=C1 (1-benzyl-5-oxo-pyrrolidine-3-carboxylic acid methyl ester), [H-].[Al+3].[Li+].[H-].[H-].[H-] (lithium aluminum hydride), B (borane). Yields the product C(C1=CC=CC=C1)N1CC(CC1)CO (N-benzyl-3-hydroxymethylpyrrolidine). Reaction SMILES: C[O:2][C:3]([CH:5]1[CH2:9][C:8](=O)[N:7]([CH2:11][C:12]2[CH:17]=[CH:16][CH:15]=[CH:14][CH:13]=2)[CH2:6]1)=O.[H-].[Al+3].[Li+].[H-].[H-].[H-].B>>[CH2:11]([N:7]1[CH2:8][CH2:9][CH:5]([CH2:3][OH:2])[CH2:6]1)[C:12]1[CH:17]=[CH:16][CH:15]=[CH:14][CH:13]=1 |f:1.2.3.4.5.6|. Reported procedure: Reduction of 1-benzyl-5-oxo-pyrrolidine-3-carboxylic acid methyl ester 11 with a suitable reducing agent (such as lithium aluminum hydride, borane, and the like) gives N-benzyl-3-hydroxymethylpyrrolidine 12. Removal of the benzyl group under catalytic hydrogenation reaction conditions followed by reaction of 3-hydroxymethylpyrrole 13 with di-tert-butyl dicarbonate in the presence of a base (e.g., sodium hydroxide, sodium carbonate, and the like) gives N-tert-butoxycarbonyl-3-hydroxymethylpyrroli...